Task: describe an organic reaction: reactants, conditions, products, and yield. Dataset: the Open Reaction Database (ORD), a public repository of structured organic reaction records Starting materials: CN1CCN2c3c(cccc31)C1CCNCCC12, CCN(C(C)C)C(C)C, O=C(CCCCl)c1ccc(F)cc1, C1COCCO1. Yields the product CN1CCN2c3c(cccc31)C1CCN(CCCC(=O)c3ccc(F)cc3)CCC12. As a reaction SMILES: [CH3:1][N:2]1[CH2:3][CH2:4][N:5]2[c:6]3[c:7]([cH:8][cH:9][cH:10][c:11]31)[CH:12]1[CH:13]2[CH2:14][CH2:15][NH:16][CH2:17][CH2:18]1.[CH:32]([N:33]([CH2:34][CH3:35])[CH:36]([CH3:37])[CH3:38])([CH3:39])[CH3:40].[Cl:19][CH2:20][CH2:21][CH2:22][C:23](=[O:24])[c:25]1[cH:26][cH:27][c:28]([F:31])[cH:29][cH:30]1.[O:41]1[CH2:42][CH2:43][O:44][CH2:45][CH2:46]1>>[CH3:1][N:2]1[CH2:3][CH2:4][N:5]2[c:6]3[c:7]([cH:8][cH:9][cH:10][c:11]31)[CH:12]1[CH:13]2[CH2:14][CH2:15][N:16]([CH2:20][CH2:21][CH2:22][C:23](=[O:24])[c:25]2[cH:26][cH:27][c:28]([F:31])[cH:29][cH:30]2)[CH2:17][CH2:18]1.